This data is from the Open Reaction Database (ORD), a public repository of structured organic reaction records. The task is: describe an organic reaction: reactants, conditions, products, and yield Reaction SMILES: [F:1][C:2]([F:38])([F:37])[C:3]1[CH:4]=[C:5]([CH:30]=[C:31]([C:33]([F:36])([F:35])[F:34])[CH:32]=1)[CH2:6][CH:7]1[C:12]2[C:13](=[O:29])[N:14]([C:22]3[CH:27]=[CH:26][CH:25]=[CH:24][C:23]=3[CH3:28])[CH:15]=[C:16](S(C)(=O)=O)[O:17][C:11]=2[NH:10][CH2:9][NH:8]1.[C:39]([N:42]1[CH2:47][CH2:46][NH:45][CH2:44][CH2:43]1)(=[O:41])[CH3:40]>>[C:39]([N:42]1[CH2:47][CH2:46][N:45]([C:16]2[O:17][C:11]3[NH:10][CH2:9][NH:8][CH:7]([CH2:6][C:5]4[CH:4]=[C:3]([C:2]([F:38])([F:37])[F:1])[CH:32]=[C:31]([C:33]([F:36])([F:35])[F:34])[CH:30]=4)[C:12]=3[C:13](=[O:29])[N:14]([C:22]3[CH:27]=[CH:26][CH:25]=[CH:24][C:23]=3[CH3:28])[CH:15]=2)[CH2:44][CH2:43]1)(=[O:41])[CH3:40]. Yield: 68.2%. Procedure: In a similar manner to Example 13, 4-[3,5-bis(trifluoromethyl)benzyl]-6-(2-methylphenyl)-8-(methylsulfonyl)-5-oxo-2,3,4,5-tetrahydropyrimido[5,4-f][1,4]oxazepine (Compound of Reference Example 22; 84.0 mg) was reacted with 1-acetylpiperazine (23.1 mg) to obtain 8-(4-acetylpiperazine-1-yl)-4-[3,5-bis(trifluoromethyl)benzyl]-6-(2-methylphenyl)-5-oxo-2,3,4,5-tetrahydropyrimido[5,4-f][1,4]oxazepine (62.2 mg, 68%). Starting materials: FC(C=1C=C(CC2NCNC3=C2C(N(C=C(O3)S(=O)(=O)C)C3=C(C=CC=C3)C)=O)C=C(C1)C(F)(F)F)(F)F (4-[3,5-bis(trifluoromethyl)benzyl]-6-(2-methylphenyl)-8-(methylsulfonyl)-5-oxo-2,3,4,5-tetrahydropyrimido[5,4-f][1,4]oxazepine), C(C)(=O)N1CCNCC1 (1-acetylpiperazine). The product is C(C)(=O)N1CCN(CC1)C=1OC2=C(C(N(C1)C1=C(C=CC=C1)C)=O)C(NCN2)CC2=CC(=CC(=C2)C(F)(F)F)C(F)(F)F (8-(4-acetylpiperazine-1-yl)-4-[3,5-bis(trifluoromethyl)benzyl]-6-(2-methylphenyl)-5-oxo-2,3,4,5-tetrahydropyrimido[5,4-f][1,4]oxazepine). Starting materials: CCc1nc2ccc(C3=NNC(=O)CC3)cc2n1Cc1ccc(-c2ccccc2C(=O)OC)cc1, CCO, [Na+], [OH-]. Product: CCc1nc2ccc(C3=NNC(=O)CC3)cc2n1Cc1ccc(-c2ccccc2C(=O)O)cc1. As a reaction SMILES: [CH2:1]([CH3:2])[c:3]1[n:4][c:5]2[c:6]([n:7]1[CH2:8][c:9]1[cH:10][cH:11][c:12](-[c:15]3[c:16]([C:21](=[O:22])[O:23][CH3:24])[cH:17][cH:18][cH:19][cH:20]3)[cH:13][cH:14]1)[cH:25][c:26]([C:29]1=[N:34][NH:33][C:32](=[O:35])[CH2:31][CH2:30]1)[cH:27][cH:28]2.[CH3:38][CH2:39][OH:40].[Na+:37].[OH-:36]>>[CH2:1]([CH3:2])[c:3]1[n:4][c:5]2[c:6]([n:7]1[CH2:8][c:9]1[cH:10][cH:11][c:12](-[c:15]3[c:16]([C:21](=[O:22])[OH:23])[cH:17][cH:18][cH:19][cH:20]3)[cH:13][cH:14]1)[cH:25][c:26]([C:29]1=[N:34][NH:33][C:32](=[O:35])[CH2:31][CH2:30]1)[cH:27][cH:28]2.